describe an organic reaction: reactants, conditions, products, and yield From a dataset of the Open Reaction Database (ORD), a public repository of structured organic reaction records. Starting materials: FC=1C=C(N)C=CC1N1CCCC1 (3-fluoro-4-(pyrrolidin-1-yl)aniline), C[Al](C)C (trimethylaluminum), N(C(=O)C)\C(=C/C(=O)OC)\C (methyl 3-acetaminocrotonate). Run in C(Cl)Cl (CH2Cl2), C(Cl)Cl (CH2Cl2). Reaction conditions: time 0.5 hour. Yields the product FC=1C=C(C=CC1N1CCCC1)N1C(=NC(=CC1=O)C)C (3-(3-fluoro-4-(pyrrolidin-1-yl)phenyl)-2,6-dimethylpyrimidin-4(3H)-one). Yield: 37.6%. Reaction SMILES: [F:1][C:2]1[CH:3]=[C:4]([CH:6]=[CH:7][C:8]=1[N:9]1[CH2:13][CH2:12][CH2:11][CH2:10]1)[NH2:5].C[Al](C)C.[NH:18](/[C:22](/[CH3:28])=[CH:23]\[C:24](OC)=[O:25])[C:19]([CH3:21])=O>C(Cl)Cl>[F:1][C:2]1[CH:3]=[C:4]([N:5]2[C:24](=[O:25])[CH:23]=[C:22]([CH3:28])[N:18]=[C:19]2[CH3:21])[CH:6]=[CH:7][C:8]=1[N:9]1[CH2:13][CH2:12][CH2:11][CH2:10]1. Procedure: To a solution of 3-fluoro-4-(pyrrolidin-1-yl)aniline (0.50 g, 2.78 mmol) in CH2Cl2 (20 mL) was added trimethylaluminum (14 mL, 14 mmol, 1 M in heptane) slowly at rt. The reaction mixture was stirred at rt for 0.5 h, followed by the addition of a solution of methyl 3-acetaminocrotonate (480 mg, 3.06 mmol) in CH2Cl2 (10 mL). The reaction mixture was stirred at rt for 3 days, then quenched with saturated NH4Cl aqueous solution and extracted with CH2Cl2 (100 mL×3). The combined organic phases were d... The reactants are CO, Cl, N#CO[K], NCC(NC(=O)Cn1nc(-c2ccc(Cl)cc2)n(CC(O)C(F)(F)F)c1=O)c1cccc(C(F)(F)F)c1, O. Product: NC(=O)NCC(NC(=O)Cn1nc(-c2ccc(Cl)cc2)n(CC(O)C(F)(F)F)c1=O)c1cccc(C(F)(F)F)c1. Reaction SMILES: [CH3:44][OH:45].[ClH:1].[K:39][O:40][C:41]#[N:42].[NH2:2][CH2:3][CH:4]([c:5]1[cH:6][c:7]([C:11]([F:12])([F:13])[F:14])[cH:8][cH:9][cH:10]1)[NH:15][C:16]([CH2:17][n:18]1[n:19][c:20](-[c:31]2[cH:32][cH:33][c:34]([Cl:37])[cH:35][cH:36]2)[n:21]([CH2:24][CH:25]([C:26]([F:27])([F:28])[F:29])[OH:30])[c:22]1=[O:23])=[O:38].[OH2:43]>>[NH:2]([CH2:3][CH:4]([c:5]1[cH:6][c:7]([C:11]([F:12])([F:13])[F:14])[cH:8][cH:9][cH:10]1)[NH:15][C:16]([CH2:17][n:18]1[n:19][c:20](-[c:31]2[cH:32][cH:33][c:34]([Cl:37])[cH:35][cH:36]2)[n:21]([CH2:24][CH:25]([C:26]([F:27])([F:28])[F:29])[OH:30])[c:22]1=[O:23])=[O:38])[C:41](=[O:40])[NH2:42]. Reactants: C(C)(C)(C)OC(CCSC1=CC=C(C=C1)O)=O (3-(4-hydroxyphenylthio)propionic acid t-butyl ester), C(C1=CC=CC=C1)Br (benzyl bromide), C([O-])([O-])=O.[K+].[K+] (potassium carbonate). Run in CN(C=O)C (dimethylformamide). Product: C(C)(C)(C)OC(CCSC1=CC=C(C=C1)OCC1=CC=CC=C1)=O (3-(4-benzyloxyphenylthio)propionic acid t-butyl ester). As a reaction SMILES: [C:1]([O:5][C:6](=[O:17])[CH2:7][CH2:8][S:9][C:10]1[CH:15]=[CH:14][C:13]([OH:16])=[CH:12][CH:11]=1)([CH3:4])([CH3:3])[CH3:2].[CH2:18](Br)[C:19]1[CH:24]=[CH:23][CH:22]=[CH:21][CH:20]=1.C(=O)([O-])[O-].[K+].[K+]>CN(C)C=O>[C:1]([O:5][C:6](=[O:17])[CH2:7][CH2:8][S:9][C:10]1[CH:15]=[CH:14][C:13]([O:16][CH2:18][C:19]2[CH:24]=[CH:23][CH:22]=[CH:21][CH:20]=2)=[CH:12][CH:11]=1)([CH3:4])([CH3:2])[CH3:3] |f:2.3.4|. Procedure details: A mixture solution of the compound prepared in Example 1(1) (3.29 g), benzyl bromide (2.3 ml), potassium carbonate (3.58 g) and dimethylformamide (15 ml) was stirred overnight at room temperature. The reaction solution was extracted with ethyl acetate. The extract was washed with water and a saturated aqueous solution of sodium chloride, dried over anhydrous magnesium sulfate and concentrated to give the title compound (2.20 g) having the following physical data. Reactants: CCCCCCn1c(=O)c(C=O)c(O)c2cc(C)ccc21, CCCCCCBr, Cc1cccc2[nH]c(=O)oc(=O)c12. Product: CCCCCCn1c(=O)cc(O)c2cc(C)ccc21. As a reaction SMILES: [CH2:1]([CH2:2][CH2:3][CH2:4][CH2:5][CH3:6])[n:7]1[c:8](=[O:21])[c:9]([CH:19]=[O:20])[c:10]([OH:18])[c:11]2[cH:12][c:13]([CH3:17])[cH:14][cH:15][c:16]12.[CH2:22]([Br:23])[CH2:24][CH2:25][CH2:26][CH2:27][CH3:28].[CH3:29][c:30]1[cH:31][cH:32][cH:33][c:34]2[nH:35][c:36](=[O:37])[o:38][c:39](=[O:40])[c:41]12>>[CH2:1]([CH2:2][CH2:3][CH2:4][CH2:5][CH3:6])[n:7]1[c:8](=[O:21])[cH:9][c:10]([OH:18])[c:11]2[cH:12][c:13]([CH3:17])[cH:14][cH:15][c:16]12. Reactants: COC(=O)CS, ClCCCCOc1ccccc1. Yields the product COC(=O)CSCCCCOc1ccccc1. Reaction SMILES: [C:13]([CH2:14][SH:15])(=[O:16])[O:17][CH3:18].[Cl:1][CH2:2][CH2:3][CH2:4][CH2:5][O:6][c:7]1[cH:8][cH:9][cH:10][cH:11][cH:12]1>>[CH2:2]([CH2:3][CH2:4][CH2:5][O:6][c:7]1[cH:8][cH:9][cH:10][cH:11][cH:12]1)[S:15][CH2:14][C:13](=[O:16])[O:17][CH3:18]. RXN SMILES: [CH2:1]1[CH2:2][O:3][CH2:4][CH2:5][NH:6]1.[Cl:20][CH2:21][Cl:22].[F:7][c:8]1[cH:9][cH:10][c:11]([O:18][CH3:19])[c:12]([S:14](=[O:15])(=[O:16])[Cl:17])[cH:13]1>>[CH2:1]1[CH2:2][O:3][CH2:4][CH2:5][N:6]1[S:14]([c:12]1[c:11]([O:18][CH3:19])[cH:10][cH:9][c:8]([F:7])[cH:13]1)(=[O:15])=[O:16]. Yields the product COc1ccc(F)cc1S(=O)(=O)N1CCOCC1. Starting materials: C1COCCN1, ClCCl, COc1ccc(F)cc1S(=O)(=O)Cl. Reactants: CO, O=C(CCCCl)c1ccc(O)cc1, Cl, NNC(N)=S, O. Yields the product NC(=S)NN=C(CCCCl)c1ccc(O)cc1. RXN SMILES: [CH3:19][OH:20].[Cl:6][CH2:7][CH2:8][CH2:9][C:10](=[O:11])[c:12]1[cH:13][cH:14][c:15]([OH:18])[cH:16][cH:17]1.[ClH:21].[NH2:1][NH:2][C:3](=[S:4])[NH2:5].[OH2:22]>>[N:1]([NH:2][C:3](=[S:4])[NH2:5])=[C:10]([CH2:9][CH2:8][CH2:7][Cl:6])[c:12]1[cH:13][cH:14][c:15]([OH:18])[cH:16][cH:17]1.